The task is: describe an organic reaction: reactants, conditions, products, and yield. This data is from the Open Reaction Database (ORD), a public repository of structured organic reaction records. Reactants: C(C1=CC=CC=C1)N1CC(C(CC1)O)CCCC (1-benzyl-3-n-butyl-4-hydroxypiperidine). Reagents/catalysts: [OH-].[Pd+2].[OH-] (palladium hydroxide). The solvent is CO (methanol), [H][H] (hydrogen). Yields the product C(CCC)C1CNCCC1O (3-n-butyl-4-hydroxypiperidine). As a reaction SMILES: C([N:8]1[CH2:13][CH2:12][CH:11]([OH:14])[CH:10]([CH2:15][CH2:16][CH2:17][CH3:18])[CH2:9]1)C1C=CC=CC=1>CO.[H][H].[OH-].[Pd+2].[OH-]>[CH2:15]([CH:10]1[CH:11]([OH:14])[CH2:12][CH2:13][NH:8][CH2:9]1)[CH2:16][CH2:17][CH3:18] |f:3.4.5|. Procedure: A mixture of 1-benzyl-3-n-butyl-4-hydroxypiperidine (2.5 g, 10.0 mmole) and 20% palladium hydroxide (0.2 g) in methanol (25 ml) was stirred in hydrogen atmosphere (1 atm.) for 24 hr at 30° C. Catalyst was filtered off, washed with methanol, filtrate was concentrated to dryness to give 3-n-butyl-4-hydroxypiperidine as oil. Yield 1.4 g (87%), C9H19NO, m/z 158 (M+1) PMR (CDCl3): 0.94 (3H, t, CH3, j=8 Hz), 1.04-1.54 (7H, m, 3×CH2 & H3), 1.74 (1H, m, H5), 1.98 (2H, m, H5, & OH, D2O exchangeable), 2.2... Starting materials: C(C)[SiH](CC)CC (Triethylsilane), ClC(C(=O)OC(C(Cl)(Cl)Cl)=O)(Cl)Cl (trichloroacetic acid anhydride), C1(=CC=CC=C1)C[C@@H]1CNC2=C(CN1S(=O)(=O)C=1SC=CC1)C=C(C=C2)C#N ((R)-2,3,4,5-tetrahydro-3-(phenylmethyl)-4-(2-thienylsulfonyl)-1H-1,4-benzodiazepine-7-carbonitrile), N1C=NC(=C1)C=O (imidazole-4-carboxaldehyde), ClC(C(=O)O)(Cl)Cl (trichloroacetic acid), [OH-].[Na+] (NaOH). The solvent is C(Cl)Cl (CH2Cl2), C(Cl)Cl (CH2Cl2). Run at temperature 2.5 celsius, time 30 minute. Product: N1C=NC(=C1)CN1C[C@H](N(CC2=C1C=CC(=C2)C#N)S(=O)(=O)C=2SC=CC2)CC2=CC=CC=C2 ((R)-2,3,4,5-tetrahydro-1-(1H-imidazol-4-ylmethyl)-3-(phenylmethyl)-4-(2-thienylsulfonyl)-1H-1,4-benzodiazepine-7-carbonitrile). Isolated yield 85.3%. As a reaction SMILES: [C:1]1([CH2:7][C@H:8]2[N:14]([S:15]([C:18]3[S:19][CH:20]=[CH:21][CH:22]=3)(=[O:17])=[O:16])[CH2:13][C:12]3[CH:23]=[C:24]([C:27]#[N:28])[CH:25]=[CH:26][C:11]=3[NH:10][CH2:9]2)[CH:6]=[CH:5][CH:4]=[CH:3][CH:2]=1.[NH:29]1[CH:33]=[C:32]([CH:34]=O)[N:31]=[CH:30]1.ClC(Cl)(Cl)C(O)=O.ClC(Cl)(Cl)C(OC(=O)C(Cl)(Cl)Cl)=O.C([SiH](CC)CC)C.[OH-].[Na+]>C(Cl)Cl>[NH:29]1[CH:33]=[C:32]([CH2:34][N:10]2[C:11]3[CH:26]=[CH:25][C:24]([C:27]#[N:28])=[CH:23][C:12]=3[CH2:13][N:14]([S:15]([C:18]3[S:19][CH:20]=[CH:21][CH:22]=3)(=[O:17])=[O:16])[C@H:8]([CH2:7][C:1]3[CH:6]=[CH:5][CH:4]=[CH:3][CH:2]=3)[CH2:9]2)[N:31]=[CH:30]1 |f:5.6|. Procedure: In a 500 mL flask was charged (R)-2,3,4,5-tetrahydro-3-(phenylmethyl)-4-(2-thienylsulfonyl)-1H-1,4-benzodiazepine-7-carbonitrile (20.0 g, 1 eq.), imidazole-4-carboxaldehyde (5.2 g, 1.1 eq.), and CH2Cl2 (80 mL) at room temperature. Cool to 0-5° C. Add trichloroacetic acid (32 g, 4 eq.) and trichloroacetic acid anhydride (12.2 mL, 1.36 eq.) while keeping the temperature below 20° C. Stir the mixture for 30 min at 0-5° C. Add Triethylsilane (11.6 mL, 1.5 eq.). Agitate the mixture at 20-25° C. for 2... Reaction SMILES: [Cl:1][C:2]1[CH:7]=[CH:6][CH:5]=[CH:4][C:3]=1[C:8]1[C:14]2[CH:15]=[C:16]([CH3:18])[S:17][C:13]=2[N:12]2[C:19]([CH3:22])=[N:20][N:21]=[C:11]2[CH2:10][N:9]=1.C(Cl)(Cl)Cl.C(=O)([O-])[OH:28].[Na+].[CH2:32]([O:34][C:35]([CH2:37][N:38]1[C:46]2[C:41](=[CH:42][CH:43]=[CH:44][CH:45]=2)[CH:40]=[C:39]1[C:47](Cl)=[O:48])=[O:36])[CH3:33]>Cl>[Cl:1][C:2]1[CH:7]=[CH:6][CH:5]=[CH:4][C:3]=1[C:8]([C:14]1[CH:15]=[C:16]([CH3:18])[S:17][C:13]=1[N:12]1[C:19]([CH3:22])=[N:20][N:21]=[C:11]1[CH2:10][NH:9][C:47]([C:39]1[N:38]([CH2:37][C:35]([O:34][CH2:32][CH3:33])=[O:36])[C:46]2[C:41]([CH:40]=1)=[CH:42][CH:43]=[CH:44][CH:45]=2)=[O:48])=[O:28] |f:2.3|. Reaction conditions: temperature 60 celsius, time 4 hour. Run in Cl (hydrochloric acid). Reactants: C(C)OC(=O)CN1C(=CC2=CC=CC=C12)C(=O)Cl (1-ethoxycarbonylmethylindole-2-carbonyl chloride), C(Cl)(Cl)Cl (chloroform), C(O)([O-])=O.[Na+] (sodium hydrogencarbonate), ClC1=C(C=CC=C1)C1=NCC=2N(C3=C1C=C(S3)C)C(=NN2)C (4-(2-Chlorophenyl)-2,9-dimethyl-6H-thieno[3,2-f] [1,2,4]triazolo[4,3-a] [1,4]diazepine). Product: ClC1=C(C(=O)C2=C(SC(=C2)C)N2C(=NN=C2C)CNC(=O)C=2N(C3=CC=CC=C3C2)CC(=O)OCC)C=CC=C1 (ethyl 2-(4-(3-(2-chlorobenzoyl)-5-methylthiophen-2-yl)-5-methyl[1,2,4]triazol-3-ylmethylcarbamoyl)indole-1-acetate). Isolated yield 85.7%. Procedure details: 4-(2-Chlorophenyl)-2,9-dimethyl-6H-thieno[3,2-f] [1,2,4]triazolo[4,3-a] [1,4]diazepine (4.15 g) was dissolved in 5% hydrochloric acid (50 ml), and the solution was stirred at 60° C. for 4 hours. The reaction mixture was cooled in a water bath, and chloroform (60 ml) and sodium hydrogencarbonate (12.6 g) were added with vigorous stirring. Then, 1-ethoxycarbonylmethylindole-2-carbonyl chloride (3.52 g) was added, and the mixture was stirred for 1 hour. The chloroform layer was washed with saturate... Reactants: C(C(O)C(O)C(=O)O)(=O)O (tartaric acid), C(C(O)CC(=O)O)(=O)O (malic acid). Yields the product C([C@H](O)[C@@H](O)C(=O)O)(=O)O (L-tartaric acid), C([C@H](O)CC(=O)O)(=O)O (D-malic acid). As a reaction SMILES: [C:1]([OH:10])(=[O:9])[CH:2]([CH:4]([C:6]([OH:8])=[O:7])[OH:5])[OH:3].[C:11]([OH:19])(=[O:18])[CH:12]([CH2:14][C:15]([OH:17])=[O:16])[OH:13]>>[C:1]([OH:10])(=[O:9])[C@@H:2]([C@H:4]([C:6]([OH:8])=[O:7])[OH:5])[OH:3].[C:11]([OH:19])(=[O:18])[C@@H:12]([CH2:14][C:15]([OH:17])=[O:16])[OH:13]. Procedure details: Because of its abundance, tartaric acid, especially the natural L-isomer, has been widely used for the preparation of optically pure malic acid and its derivatives. From the naturally-occurring L-tartaric acid, the unnatural D-malic acid is produced. For examples, Hungerbuhler et al., (Angew. Chem. Int. Ed. Engl. 1979, 18, 958) prepared D-dimethyl malate from L-dimethyl tartrate via the reduction of the corresponding β-bromo malate by tributyltin hydride in four steps and 44% yield. Alpegiani et... Yield: 91.4%. Run in O (water), C(C)(=O)O (acetic acid). Run at time 15 minute. RXN SMILES: [Cl:1][C:2]1[C:7]([NH:8][C:9]([C:11]2[C:12]([NH:17][CH2:18][CH3:19])=[N:13][CH:14]=[CH:15][CH:16]=2)=[O:10])=[CH:6][CH:5]=[C:4]([Cl:20])[N:3]=1.C([O-])(=O)C.[K+].[Br:26]Br>C(O)(=O)C.O>[Cl:1][C:2]1[C:7]([NH:8][C:9]([C:11]2[C:12]([NH:17][CH2:18][CH3:19])=[N:13][CH:14]=[C:15]([Br:26])[CH:16]=2)=[O:10])=[CH:6][CH:5]=[C:4]([Cl:20])[N:3]=1 |f:1.2|. Reactants: ClC1=NC(=CC=C1NC(=O)C=1C(=NC=CC1)NCC)Cl (N-(2,6-dichloro-3-pyridinyl)-2-ethylamino-3-pyridinecarboxamide), C(C)(=O)[O-].[K+] (potassium acetate), BrBr (bromine). The product is ClC1=NC(=CC=C1NC(=O)C=1C(=NC=C(C1)Br)NCC)Cl (N-(2,6-Dichloro-3-pyridinyl)-5-bromo-2-ethylamino-3-pyridinecarboxamide). Reported procedure: To a solution of N-(2,6-dichloro-3-pyridinyl)-2-ethylamino-3-pyridinecarboxamide (7.4 g, 24 mmol) and potassium acetate (2.8 g, 28 mmol) in 90 mL of acetic acid was added bromine (1.2 mL, 23 mmol). After 15 min, the reaction mixture was diluted with water and the precipitate was collected by suction filtration to give 8.2 g of the title compound, suitable for use in the next reaction. Solvent: CO (methanol), ClCCl (dichloromethane), [Cl-].[NH4+] (ammonium chloride). Reactants: [Na] (sodium), O1COC2=C1C=CC(=C2)C=2C(=NN(C2N(S(=O)(=O)C)S(=O)(=O)C)C)OCCOC2=NC=C(C=N2)Cl (N-(4-(1,3-benzodioxol-5-yl)-3-{2-[(5-chloro-2-pyrimidinyl)oxy]ethoxy}-1-methyl-1H-pyrazol-5-yl)-N-(methylsulfonyl)methane sulfonamide). As a reaction SMILES: [Na].[O:2]1[C:6]2[CH:7]=[CH:8][C:9]([C:11]3[C:12]([O:26][CH2:27][CH2:28][O:29][C:30]4[N:35]=[CH:34][C:33]([Cl:36])=[CH:32][N:31]=4)=[N:13][N:14]([CH3:25])[C:15]=3[N:16](S(C)(=O)=O)[S:17]([CH3:20])(=[O:19])=[O:18])=[CH:10][C:5]=2[O:4][CH2:3]1>CO.ClCCl.[Cl-].[NH4+]>[O:2]1[C:6]2[CH:7]=[CH:8][C:9]([C:11]3[C:12]([O:26][CH2:27][CH2:28][O:29][C:30]4[N:35]=[CH:34][C:33]([Cl:36])=[CH:32][N:31]=4)=[N:13][N:14]([CH3:25])[C:15]=3[NH:16][S:17]([CH3:20])(=[O:19])=[O:18])=[CH:10][C:5]=2[O:4][CH2:3]1 |f:4.5,^1:0|. Reported procedure: An aqueous solution of sodium hydroxyde (1M, 0.91 ml) was added at room temperature to a solution of N-(4-(1,3-benzodioxol-5-yl)-3-{2-[(5-chloro-2-pyrimidinyl)oxy]ethoxy}-1-methyl-1H-pyrazol-5-yl)-N-(methylsulfonyl)methane sulfonamide (Preparation 49) (50 mg) in a mixture of methanol (1 ml) and dichloromethane (0.3 ml). After 1 h the reaction was diluted with an aqueous saturated solution of ammonium chloride (4 ml) and the mixture was extracted with dichloromethane (3*5 ml). The combined organi... Yield: 77.0%. Product: O1COC2=C1C=CC(=C2)C=2C(=NN(C2NS(=O)(=O)C)C)OCCOC2=NC=C(C=N2)Cl (N-(4-(1,3-benzodioxol-5-yl)-3-{2-[(5-chloro-2-pyrimidinyl)oxy]ethoxy}-1-methyl-1H-pyrazol-5-yl)methanesulfonamide). Starting materials: NH4OAc, CCN(C(C)C)C(C)C (Hunig's base), BrCC(=O)C1=CC=C(C=C1)Br (2-bromo-1-(4-bromophenyl)ethanone), C(C)(C)(C)OC(=O)N1[C@@H](C[C@@H](C1)C)C(=O)O ((2S,4S)-1-(tert-butoxycarbonyl)-4-methylpyrrolidine-2-carboxylic acid), C(C)#N (acetonitrile). Conditions: time 16 hour. Yields the product BrC1=CC=C(C=C1)C1=CN=C(N1)[C@H]1N(C[C@H](C1)C)C(=O)OC(C)(C)C ((2S,4S)-tert-butyl 2-(5-(4-bromophenyl)-1H-imidazol-2-yl)-4-methylpyrrolidine-1-carboxylate). Isolated yield 59.0%. As a reaction SMILES: CC[N:3](C(C)C)C(C)C.Br[CH2:11][C:12]([C:14]1[CH:19]=[CH:18][C:17]([Br:20])=[CH:16][CH:15]=1)=O.[C:21]([O:25][C:26]([N:28]1[CH2:32][C@@H:31]([CH3:33])[CH2:30][C@H]1C(O)=O)=[O:27])([CH3:24])([CH3:23])[CH3:22].[C:37](#[N:39])[CH3:38]>>[Br:20][C:17]1[CH:18]=[CH:19][C:14]([C:12]2[NH:3][C:37]([C@@H:38]3[CH2:30][C@H:31]([CH3:33])[CH2:32][N:28]3[C:26]([O:25][C:21]([CH3:24])([CH3:23])[CH3:22])=[O:27])=[N:39][CH:11]=2)=[CH:15][CH:16]=1. Reported procedure: Hunig's base (2.3 mL, 13.1 mmol) was added to a stirred mixture of 2-bromo-1-(4-bromophenyl)ethanone (3.64 g, 13.1 mmol) and (2S,4S)-1-(tert-butoxycarbonyl)-4-methylpyrrolidine-2-carboxylic acid (3.0 g, 13 mmol) in dry acetonitrile (150 mL) and stirred at rt for 16 h. The solvent was removed by rotary evaporation and the residue was taken up in EtOAc and washed with water, sat′d NaHCO3 soln, brine, and dried (Na2SO4). The resulting ester was taken up in xylene (150 mL) and treated with NH4OAc (1... The reactants are C=CC1=CC=CC=C1 (styrene), C1(CCCCC1)OS(=O)(=O)C1=CC=C(C=C1)C=C (4-vinylbenzenesulfonic acid cyclohexyl ester), N(=NC(C#N)(CC(C)C)C)C(C#N)(CC(C)C)C (2,2′-azobis(2,4-dimethylvaleronitrile)), N(=NC(C#N)(CC(C)C)C)C(C#N)(CC(C)C)C (2,2′-azobis(2,4-dimethylvaleronitrile)). Solvent: C(C)C(=O)C (methyl ethyl ketone). Run at temperature 65 celsius, time 2 hour. Product: C=CC1=CC=CC=C1.C1(CCCCC1)OS(=O)(=O)C1=CC=C(C=C1)C=C (styrene 4-vinylbenzenesulfonic acid cyclohexyl ester). RXN SMILES: [CH2:1]=[CH:2][C:3]1[CH:8]=[CH:7][CH:6]=[CH:5][CH:4]=1.[CH:9]1([O:15][S:16]([C:19]2[CH:24]=[CH:23][C:22]([CH:25]=[CH2:26])=[CH:21][CH:20]=2)(=[O:18])=[O:17])[CH2:14][CH2:13][CH2:12][CH2:11][CH2:10]1.N(C(C)(CC(C)C)C#N)=NC(C)(CC(C)C)C#N>C(C(C)=O)C>[CH2:1]=[CH:2][C:3]1[CH:8]=[CH:7][CH:6]=[CH:5][CH:4]=1.[CH:9]1([O:15][S:16]([C:19]2[CH:24]=[CH:23][C:22]([CH:25]=[CH2:26])=[CH:21][CH:20]=2)(=[O:18])=[O:17])[CH2:14][CH2:13][CH2:12][CH2:11][CH2:10]1 |f:4.5|. Procedure details: A three-necked flask having a capacity of 500 ml was charged with 240 g of methyl ethyl ketone and the content was stirred at 65° C. in a nitrogen gas stream. A mixture of 93.74 g of styrene, 26.64 g of 4-vinylbenzenesulfonic acid cyclohexyl ester and 1.99 g of 2,2′-azobis(2,4-dimethylvaleronitrile) was dropwise added thereto over 2 hours. After completion of the dropwise addition, 0.5 g of 2,2′-azobis(2,4-dimethylvaleronitrile) was further added, followed by stirring for further 2 hours, thereb...